From a dataset of the Open Reaction Database (ORD), a public repository of structured organic reaction records. describe an organic reaction: reactants, conditions, products, and yield Starting materials: FC1=CC=C(OC=2C=C(C=CC2)C2CC(C2)NO)C=C1 (3-(3-(4-fluorophenoxy)phenyl)-1-cyclobutylhydroxylamine), C[Si](C)(C)N=C=O (trimethylsilylisocyanate). Solvent: C1CCOC1 (THF). Run at time 10 minute. Product: FC1=CC=C(OC=2C=C(C=CC2)C2CC(C2)N(C(=O)N)O)C=C1 (N-[3-(3-(4-fluorophenoxy)phenyl)-cyclobutyl]-N-hydroxyurea). Isolated yield 50.0%. As a reaction SMILES: [F:1][C:2]1[CH:20]=[CH:19][C:5]([O:6][C:7]2[CH:8]=[C:9]([CH:13]3[CH2:16][CH:15]([NH:17][OH:18])[CH2:14]3)[CH:10]=[CH:11][CH:12]=2)=[CH:4][CH:3]=1.C[Si]([N:25]=[C:26]=[O:27])(C)C>C1COCC1>[F:1][C:2]1[CH:3]=[CH:4][C:5]([O:6][C:7]2[CH:8]=[C:9]([CH:13]3[CH2:16][CH:15]([N:17]([OH:18])[C:26]([NH2:25])=[O:27])[CH2:14]3)[CH:10]=[CH:11][CH:12]=2)=[CH:19][CH:20]=1. Procedure details: To a solution of 3-(3-(4-fluorophenoxy)phenyl)-1-cyclobutylhydroxylamine from above in THF (50 mL) was added trimethylsilylisocyanate (1.64 g of 85% purity, 12.12 mmol) and the reaction was stirred for 10 min. It was then concentrated in vacuo. The resulting residue was chromatographed (silica gel; ether, methanol 96:4 to 90:10) to afford 1.60 g (50% over three steps) of N-[3-(3-(4-fluorophenoxy)phenyl)-cyclobutyl]-N-hydroxyurea as a 1:1 mixture of diastereomers.